This data is from the Open Reaction Database (ORD), a public repository of structured organic reaction records. The task is: describe an organic reaction: reactants, conditions, products, and yield Starting materials: CN1CCC(CO)CC1, N#Cc1cccc(F)c1, [H-], [Na+], CN(C)C=O. The product is CN1CCC(COc2cccc(C#N)c2)CC1. As a reaction SMILES: [CH3:1][N:2]1[CH2:3][CH2:4][CH:5]([CH2:8][OH:9])[CH2:6][CH2:7]1.[F:12][c:13]1[cH:14][c:15]([C:16]#[N:17])[cH:18][cH:19][cH:20]1.[H-:11].[Na+:10].[O:21]=[CH:22][N:23]([CH3:24])[CH3:25]>>[CH3:1][N:2]1[CH2:3][CH2:4][CH:5]([CH2:8][O:9][c:13]2[cH:14][c:15]([C:16]#[N:17])[cH:18][cH:19][cH:20]2)[CH2:6][CH2:7]1. The reactants are Cc1c[nH]c2ncnc(N3CCNC(C)C3)c12, CC#N, CCN(C(C)C)C(C)C, N#CN=C(Nc1cccc(Cl)c1)Oc1ccccc1. Product: Cc1c[nH]c2ncnc(N3CCN(C(=NC#N)Nc4cccc(Cl)c4)C(C)C3)c12. RXN SMILES: [CH3:20][c:21]1[cH:22][nH:23][c:24]2[n:25][cH:26][n:27][c:28]([N:30]3[CH2:31][CH:32]([CH3:36])[NH:33][CH2:34][CH2:35]3)[c:29]12.[CH3:46][C:47]#[N:48].[CH:37]([N:38]([CH2:39][CH3:40])[CH:41]([CH3:42])[CH3:43])([CH3:44])[CH3:45].[Cl:1][c:2]1[cH:3][c:4]([NH:8][C:9]([O:10][c:11]2[cH:12][cH:13][cH:14][cH:15][cH:16]2)=[N:17][C:18]#[N:19])[cH:5][cH:6][cH:7]1>>[Cl:1][c:2]1[cH:3][c:4]([NH:8][C:9](=[N:17][C:18]#[N:19])[N:33]2[CH:32]([CH3:36])[CH2:31][N:30]([c:28]3[n:27][cH:26][n:25][c:24]4[nH:23][cH:22][c:21]([CH3:20])[c:29]43)[CH2:35][CH2:34]2)[cH:5][cH:6][cH:7]1. Starting materials: ClC1=CC=C(NC2=C(C(=O)O)C=C(C(=C2)C(=O)O)NC2=CC=C(C=C2)Cl)C=C1 (2,5-di(p-chloroanilino)terephthalic acid), [N+](=O)([O-])C1=CC=CC=C1 (nitrobenzene), C(C1=CC=CC=C1)(=O)Cl (benzoyl chloride), N1=CC=CC2=CC=CC=C12 (quinoline), stainless steel, C(C1=CC=CC=C1)(=O)Cl (benzoyl chloride), [OH-].[Na+] (sodium hydroxide), Cl (hydrochloric acid). Run at temperature 200 celsius. Product: C1=CC2=C(C=C1Cl)C(=O)C3=CC4=C(C=C3N2)C(=O)C5=C(N4)C=CC(=C5)Cl (2,9-dichloroquinacridone). As a reaction SMILES: [Cl:1][C:2]1[CH:28]=[CH:27][C:5]([NH:6][C:7]2[CH:15]=[C:14]([C:16]([OH:18])=O)[C:13]([NH:19][C:20]3[CH:25]=[CH:24][C:23]([Cl:26])=[CH:22][CH:21]=3)=[CH:12][C:8]=2[C:9]([OH:11])=O)=[CH:4][CH:3]=1.[N+](C1C=CC=CC=1)([O-])=O.C(Cl)(=O)C1C=CC=CC=1.N1C2C(=CC=CC=2)C=CC=1.Cl.[OH-].[Na+]>>[CH:3]1[C:2]([Cl:1])=[CH:28][C:27]2[C:9]([C:8]3[C:7]([NH:6][C:5]=2[CH:4]=1)=[CH:15][C:14]1[C:16]([C:21]2[CH:22]=[C:23]([Cl:26])[CH:24]=[CH:25][C:20]=2[NH:19][C:13]=1[CH:12]=3)=[O:18])=[O:11] |f:5.6|. Procedure details: 7.51 Parts of 2,5-di(p-chloroanilino)terephthalic acid obtained in Example 13, 79 parts of nitrobenzene, 6 parts of benzoyl chloride and 1.65 parts of quinoline were charged into a 200-ml flask of stainless steel, and maintained at 200° C. for 5 hours. When the mixture was temperature-increased up to about 180° C., hydrochloric acid gas was generated and the intramolecular-dehydration reaction was initiated. The reaction mixture was cooled to 110° C., and then 2.27 parts of 30% sodium hydroxide ... Starting materials: ClC=1C2=C(SC1)C=C(C(=C2)OC)O (3-Chloro-6-hydroxy-5-methoxy-benzo[b]thiophene), [N+](=O)(O)[O-] (nitric acid). Solvent: C(C)(=O)OCC (ethyl acetate), ClCCl (dichloromethane). Reaction conditions: time 10 minute. The product is ClC=1C2=C(SC1)C(=C(C(=C2)OC)O)[N+](=O)[O-] (3-Chloro-6-hydroxy-5-methoxy-7-nitro-benzo[b]thiophene). Reaction SMILES: [Cl:1][C:2]1[C:3]2[CH:10]=[C:9]([O:11][CH3:12])[C:8]([OH:13])=[CH:7][C:4]=2[S:5][CH:6]=1.[N+:14]([O-])([OH:16])=[O:15]>C(OCC)(=O)C.ClCCl>[Cl:1][C:2]1[C:3]2[CH:10]=[C:9]([O:11][CH3:12])[C:8]([OH:13])=[C:7]([N+:14]([O-:16])=[O:15])[C:4]=2[S:5][CH:6]=1. Procedure details: 3-Chloro-6-hydroxy-5-methoxy-benzo[b]thiophene (0.39 g) was dissolved in ethyl acetate (26 ml). To the solution was gradually added a solution of nitric acid in dichloromethane (2M, 0.9 ml) at room temperature. The solution was stirred at room temperature for 10 min and then it was poured into ice-cold water and extracted with ethyl acetate and evaporated to dryness. The product was purified by column chromatography using toluene-ethyl acetate-acetic acid 8:1:1 as the eluent. Starting materials: BrC=1C(=C(SC1)C(CC(=O)N1CCOCC1)=O)O (1-(4-bromo-3-hydroxythiophen-2-yl)-3-morpholinopropane-1,3-dione), FC(S(=O)(=O)OS(=O)(=O)C(F)(F)F)(F)F (Trifluoromethanesulfonic anhydride). Run in ClCCl (dichloromethane). The product is BrC1=CSC2=C1OC(=CC2=O)N2CCOCC2 (3-bromo-5-morpholino-7H-thieno[3,2-b]pyran-7-one). Yield: 82.5%. Reaction SMILES: [Br:1][C:2]1[C:3]([OH:18])=[C:4]([C:7](=[O:17])[CH2:8][C:9]([N:11]2[CH2:16][CH2:15][O:14][CH2:13][CH2:12]2)=O)[S:5][CH:6]=1.FC(F)(F)S(OS(C(F)(F)F)(=O)=O)(=O)=O>ClCCl>[Br:1][C:2]1[C:3]2[O:18][C:9]([N:11]3[CH2:12][CH2:13][O:14][CH2:15][CH2:16]3)=[CH:8][C:7](=[O:17])[C:4]=2[S:5][CH:6]=1. Reported procedure: An oven-dried 100 mL round-bottom flask was charged with a magnetic stirring bar, 1-(4-bromo-3-hydroxythiophen-2-yl)-3-morpholinopropane-1,3-dione (1.95 g, 5.83 mmol) and dissolved in dichloromethane (30 mL) under magnetic stirring. Trifluoromethanesulfonic anhydride (2.45 mL, 14.6 mmol) was added portionwise over 2 minutes, and the reaction was stirred at room temperature. After stirring overnight, the reaction was concentrated in vacuo and redissolved in methanol (10 mL). After stirring for 4 ...